From a dataset of the Open Reaction Database (ORD), a public repository of structured organic reaction records. describe an organic reaction: reactants, conditions, products, and yield The reactants are ice, Cl (hydrochloric acid), CN1N=NC2=C1C=CC=C2S(=O)(=O)N (1-methyl-1H-benzotriazole-4-sulfonamide), C([O-])([O-])=O.[K+].[K+] (potassium carbonate), C(CCC)N=C=O (butylisocyanate). Solvent: CC(CC)=O (2-butanone). Yields the product C(CCC)NC(=O)NS(=O)(=O)C1=CC=CC=2N(N=NC21)C (N-[(Butylamino)carbonyl]-1-methyl-1H-benzotriazole-4-sulfonamide). As a reaction SMILES: [CH3:1][N:2]1[C:6]2[CH:7]=[CH:8][CH:9]=[C:10]([S:11]([NH2:14])(=[O:13])=[O:12])[C:5]=2[N:4]=[N:3]1.C(=O)([O-])[O-].[K+].[K+].[CH2:21]([N:25]=[C:26]=[O:27])[CH2:22][CH2:23][CH3:24].Cl>CC(=O)CC>[CH2:21]([NH:25][C:26]([NH:14][S:11]([C:10]1[C:5]2[N:4]=[N:3][N:2]([CH3:1])[C:6]=2[CH:7]=[CH:8][CH:9]=1)(=[O:13])=[O:12])=[O:27])[CH2:22][CH2:23][CH3:24] |f:1.2.3|. Reported procedure: To a stirred mixture of 1-methyl-1H-benzotriazole-4-sulfonamide (7.5 g), potassium carbonate (5.1 g), and 2-butanone (250 mL) was added butylisocyanate (3.9 mL) under an inert atmosphere. The reaction was heated at reflux for 15 hours. The cooled reaction mixture was poured into ice (500 mL), acidified with concentrated hydrochloric acid, and extracted with ethyl acetate-tetrahydrofuran. The extracts were dried over magnesium sulfate, filtered, and evaporated. The crude solid was washed with chl... Reactants: Cl.Cl.CN1CCN(CC1)CC(=O)O ((4-methylpiperazin-1-yl)acetic acid dihydrochloride), Cl.C(C)N=C=NCCCN(C)C (1-ethyl-3-(3-dimethylaminopropyl)carbodiimide hydrochloride), NC=1SC2=NC(=CC=C2N1)OC=1C=C(C=CC1OC)NC(C1=CC(=CC=C1)C1(CC1)C#N)=O (N-{3-[(2-amino[1,3]thiazolo[5,4-b]pyridin-5-yl)oxy]-4-methoxyphenyl}-3-(1-cyanocyclopropyl)benzamide), CO (Methanol). Reagents/catalysts: CN(C1=CC=NC=C1)C (N,N-dimethylpyridine-4-amine). Solvent: N1=CC=CC=C1 (pyridine). Reaction conditions: time 2 hour. Product: C(#N)C1(CC1)C=1C=C(C(=O)NC2=CC(=C(C=C2)OC)OC2=CC=C3C(=N2)SC(=N3)NC(CN3CCN(CC3)C)=O)C=CC1 (3-(1-cyanocyclopropyl)-N-{4-methoxy-3-[(2-{[(4-methylpiperazin-1-yl)acetyl]amino}[1,3]thiazolo[5,4-b]pyridin-5-yl)oxy]phenyl}benzamide). The yield is 70.2%. Reaction SMILES: [NH2:1][C:2]1[S:3][C:4]2[C:9]([N:10]=1)=[CH:8][CH:7]=[C:6]([O:11][C:12]1[CH:13]=[C:14]([NH:20][C:21](=[O:33])[C:22]3[CH:27]=[CH:26][CH:25]=[C:24]([C:28]4([C:31]#[N:32])[CH2:30][CH2:29]4)[CH:23]=3)[CH:15]=[CH:16][C:17]=1[O:18][CH3:19])[N:5]=2.Cl.Cl.[CH3:36][N:37]1[CH2:42][CH2:41][N:40]([CH2:43][C:44](O)=[O:45])[CH2:39][CH2:38]1.Cl.C(N=C=NCCCN(C)C)C.CO>N1C=CC=CC=1.CN(C)C1C=CN=CC=1>[C:31]([C:28]1([C:24]2[CH:23]=[C:22]([CH:27]=[CH:26][CH:25]=2)[C:21]([NH:20][C:14]2[CH:15]=[CH:16][C:17]([O:18][CH3:19])=[C:12]([O:11][C:6]3[N:5]=[C:4]4[S:3][C:2]([NH:1][C:44](=[O:45])[CH2:43][N:40]5[CH2:41][CH2:42][N:37]([CH3:36])[CH2:38][CH2:39]5)=[N:10][C:9]4=[CH:8][CH:7]=3)[CH:13]=2)=[O:33])[CH2:30][CH2:29]1)#[N:32] |f:1.2.3,4.5|. Procedure: To a solution of N-{3-[(2-amino[1,3]thiazolo[5,4-b]pyridin-5-yl)oxy]-4-methoxyphenyl}-3-(1-cyanocyclopropyl)benzamide (457 mg, 998 μmol) produced in Example C1(vii) in pyridine (10 mL) were added (4-methylpiperazin-1-yl)acetic acid dihydrochloride (474 mg, 2.05 mmol), N,N-dimethylpyridine-4-amine (51.3 mg, 420 μmol) and 1-ethyl-3-(3-dimethylaminopropyl)carbodiimide hydrochloride (403 mg, 2.10 mmol), and the mixture was stirred at room temperature for 2 hr. Methanol (10 mL) was added to the react... The reactants are C(C)N1CC2=C(C(C1)O)SC(=C2)C (5-ethyl-2-methyl-4,5,6,7-tetrahydrothieno[3,2-c]pyridin-7-ol), BrC=1C(=C(C=CC1)F)Cl (3-bromo-2-chloro-1-fluorobenzene). Yields the product BrC=1C(=C(C=CC1)OC1C2=C(CN(C1)CC)C=C(S2)C)Cl (7-(3-Bromo-2-chlorophenyloxy)-5-ethyl-2-methyl-4,5,6,7-tetrahydrothieno[3,2-c]pyridine). Reaction SMILES: [CH2:1]([N:3]1[CH2:8][CH:7]([OH:9])[C:6]2[S:10][C:11]([CH3:13])=[CH:12][C:5]=2[CH2:4]1)[CH3:2].[Br:14][C:15]1[C:16]([Cl:22])=[C:17](F)[CH:18]=[CH:19][CH:20]=1>>[Br:14][C:15]1[C:16]([Cl:22])=[C:17]([O:9][CH:7]2[CH2:8][N:3]([CH2:1][CH3:2])[CH2:4][C:5]3[CH:12]=[C:11]([CH3:13])[S:10][C:6]2=3)[CH:18]=[CH:19][CH:20]=1. Reported procedure: The same method as in Example 1 was conducted using 5-ethyl-2-methyl-4,5,6,7-tetrahydrothieno[3,2-c]pyridin-7-ol (Reference Example 32) instead of 6-methyl-4,5,6,7-tetrahydrothieno[2,3-c]pyridin-4-ol (Reference Example 6) and was conducted using 3-bromo-2-chloro-1-fluorobenzene instead of 1-fluoronaphthalene to give the objective compound. The reactants are CC(N)c1ccccc1, Cc1ccccc1, CCOC(=O)C1CCN(C(=O)OC(C)(C)C)CC1=O, O. The product is CCOC(=O)C1=C(NC(C)c2ccccc2)CN(C(=O)OC(C)(C)C)CC1. RXN SMILES: [CH3:20][CH:21]([c:22]1[cH:23][cH:24][cH:25][cH:26][cH:27]1)[NH2:28].[CH3:30][c:31]1[cH:32][cH:33][cH:34][cH:35][cH:36]1.[O:1]=[C:2]1[CH2:3][N:4]([C:13](=[O:14])[O:15][C:16]([CH3:17])([CH3:18])[CH3:19])[CH2:5][CH2:6][CH:7]1[C:8](=[O:9])[O:10][CH2:11][CH3:12].[OH2:29]>>[C:2]1([NH:28][CH:21]([CH3:20])[c:22]2[cH:23][cH:24][cH:25][cH:26][cH:27]2)=[C:7]([C:8](=[O:9])[O:10][CH2:11][CH3:12])[CH2:6][CH2:5][N:4]([C:13](=[O:14])[O:15][C:16]([CH3:17])([CH3:18])[CH3:19])[CH2:3]1. The reactants are C1CCC2=NCCCN2CC1, O=C(O)c1cn(C2CC2)c2c(F)c(F)c(F)cc2c1=O, Cl, c1ccncc1, c1cn(C2CNC2)nn1. Yields the product O=C(O)c1cn(C2CC2)c2c(F)c(N3CC(n4ccnn4)C3)c(F)cc2c1=O. RXN SMILES: [CH2:31]1[CH2:32][CH2:33][C:34]2=[N:39][CH2:38][CH2:37][CH2:36][N:35]2[CH2:40][CH2:41]1.[CH:1]1([n:4]2[cH:5][c:6]([C:18](=[O:19])[OH:20])[c:7](=[O:17])[c:8]3[cH:9][c:10]([F:16])[c:11]([F:15])[c:12]([F:14])[c:13]23)[CH2:2][CH2:3]1.[ClH:21].[cH:42]1[cH:43][cH:44][n:45][cH:46][cH:47]1.[n:22]1([CH:27]2[CH2:28][NH:29][CH2:30]2)[n:23][n:24][cH:25][cH:26]1>>[CH:1]1([n:4]2[cH:5][c:6]([C:18](=[O:19])[OH:20])[c:7](=[O:17])[c:8]3[cH:9][c:10]([F:16])[c:11]([N:29]4[CH2:28][CH:27]([n:22]5[n:23][n:24][cH:25][cH:26]5)[CH2:30]4)[c:12]([F:14])[c:13]23)[CH2:2][CH2:3]1.